Dataset: the Open Reaction Database (ORD), a public repository of structured organic reaction records. Task: describe an organic reaction: reactants, conditions, products, and yield Starting materials: [OH-].[Na+] (NaOH), C(CCC)C1=C(C(=NN1C1=CC=CC=C1)C(=O)OCC)C1=C(C=C(C=C1)C(NS(=O)(=O)C1=CC2=CC=CC=C2C=C1)=O)C(=O)N1CC2=CC=CC=C2CC1 (ethyl 5-butyl-4-(4-(naphthalen-2-ylsulfonylcarbamoyl)-2-(1,2,3,4-tetrahydroisoquinoline-2-carbonyl)phenyl)-1-phenyl-1H-pyrazole-3-carboxylate). The solvent is C1CCOC1 (THF). Run at time 8 hour. Yields the product C(CCC)C1=C(C(=NN1C1=CC=CC=C1)C(=O)O)C1=C(C=C(C=C1)C(NS(=O)(=O)C1=CC2=CC=CC=C2C=C1)=O)C(=O)N1CC2=CC=CC=C2CC1 (5-Butyl-4-(4-(naphthalen-2-ylsulfonylcarbamoyl)-2-(1,2,3,4-tetrahydroisoquinoline-2-carbonyl)phenyl)-1-phenyl-1H-pyrazole-3-carboxylic acid). Yield: 8.0%. Reaction SMILES: [CH2:1]([C:5]1[N:9]([C:10]2[CH:15]=[CH:14][CH:13]=[CH:12][CH:11]=2)[N:8]=[C:7]([C:16]([O:18]CC)=[O:17])[C:6]=1[C:21]1[CH:26]=[CH:25][C:24]([C:27](=[O:42])[NH:28][S:29]([C:32]2[CH:41]=[CH:40][C:39]3[C:34](=[CH:35][CH:36]=[CH:37][CH:38]=3)[CH:33]=2)(=[O:31])=[O:30])=[CH:23][C:22]=1[C:43]([N:45]1[CH2:54][CH2:53][C:52]2[C:47](=[CH:48][CH:49]=[CH:50][CH:51]=2)[CH2:46]1)=[O:44])[CH2:2][CH2:3][CH3:4].[OH-].[Na+]>C1COCC1>[CH2:1]([C:5]1[N:9]([C:10]2[CH:11]=[CH:12][CH:13]=[CH:14][CH:15]=2)[N:8]=[C:7]([C:16]([OH:18])=[O:17])[C:6]=1[C:21]1[CH:26]=[CH:25][C:24]([C:27](=[O:42])[NH:28][S:29]([C:32]2[CH:41]=[CH:40][C:39]3[C:34](=[CH:35][CH:36]=[CH:37][CH:38]=3)[CH:33]=2)(=[O:30])=[O:31])=[CH:23][C:22]=1[C:43]([N:45]1[CH2:54][CH2:53][C:52]2[C:47](=[CH:48][CH:49]=[CH:50][CH:51]=2)[CH2:46]1)=[O:44])[CH2:2][CH2:3][CH3:4] |f:1.2|. Procedure details: A 25 mL round bottom flask was charged with ethyl 5-butyl-4-(4-(naphthalen-2-ylsulfonylcarbamoyl)-2-(1,2,3,4-tetrahydroisoquinoline-2-carbonyl)phenyl)-1-phenyl-1H-pyrazole-3-carboxylate (Example 223, 52 mg, 0.070 mmol). THF (2.0 mL) and then 1N aq. NaOH solution (0.140 mL, 0.140 mmol) were added. The reaction mixture was stirred at room temperature overnight. After concentration in vacuo to remove the THF, the reaction mixture was made acidic (pH 3-4) with conc. HCl. The product was extracted wi... The reactants are C(CCCCCCCCCCCCCCCCC)OCCCO (3-(octadecyloxy)propanol), [OH-].[Na+] (sodium hydroxide), BrCCCCCCCCBr (1,8-dibromooctane), aqueous solution. Reagents/catalysts: [Cl-].C(CCCCCCCCCCCCCCC)[N+](C)(C)C (cetyltrimethylammonium chloride). The product is BrCCCCCCCCOCCCOCCCCCCCCCCCCCCCCCC (1-bromo-8-[3-(octadecyloxy)propoxy]octane). Isolated yield 53.1%. Reaction SMILES: [CH2:1]([O:19][CH2:20][CH2:21][CH2:22][OH:23])[CH2:2][CH2:3][CH2:4][CH2:5][CH2:6][CH2:7][CH2:8][CH2:9][CH2:10][CH2:11][CH2:12][CH2:13][CH2:14][CH2:15][CH2:16][CH2:17][CH3:18].[Br:24][CH2:25][CH2:26][CH2:27][CH2:28][CH2:29][CH2:30][CH2:31][CH2:32]Br.[OH-].[Na+]>[Cl-].C([N+](C)(C)C)CCCCCCCCCCCCCCC>[Br:24][CH2:25][CH2:26][CH2:27][CH2:28][CH2:29][CH2:30][CH2:31][CH2:32][O:23][CH2:22][CH2:21][CH2:20][O:19][CH2:1][CH2:2][CH2:3][CH2:4][CH2:5][CH2:6][CH2:7][CH2:8][CH2:9][CH2:10][CH2:11][CH2:12][CH2:13][CH2:14][CH2:15][CH2:16][CH2:17][CH3:18] |f:2.3,4.5|. Reported procedure: Using 3-(octadecyloxy)propanol (5 g), 1,8-dibromooctane (12.7 g), cetyltrimethylammonium chloride (0.96 g) and a 50% aqueous solution of sodium hydroxide (12 g), a reaction is conducted in the same manner as that in Reference Example 4 to give the above-titled compound as colorless solid (4.2 g). Starting materials: [N+](=O)([O-])C1=CC=C(CCNS(=O)(=O)C2=CC=CC=3NN=NC32)C=C1 (N-(4-Nitrophenethyl)benzotriazole-4-sulphonamide), [H][H] (hydrogen). Reagents/catalysts: [Pd] (palladium on carbon). Run in C(C)O (ethanol). Product: NC1=CC=C(CCNS(=O)(=O)C2=CC=CC=3NN=NC32)C=C1 (N-(4-Aminophenethyl)benzotriazole-4-sulphonamide). Isolated yield 71.5%. RXN SMILES: [N+:1]([C:4]1[CH:24]=[CH:23][C:7]([CH2:8][CH2:9][NH:10][S:11]([C:14]2[C:22]3[N:21]=[N:20][NH:19][C:18]=3[CH:17]=[CH:16][CH:15]=2)(=[O:13])=[O:12])=[CH:6][CH:5]=1)([O-])=O.[H][H]>C(O)C.[Pd]>[NH2:1][C:4]1[CH:24]=[CH:23][C:7]([CH2:8][CH2:9][NH:10][S:11]([C:14]2[C:22]3[N:21]=[N:20][NH:19][C:18]=3[CH:17]=[CH:16][CH:15]=2)(=[O:13])=[O:12])=[CH:6][CH:5]=1. Procedure details: N-(4-Nitrophenethyl)benzotriazole-4-sulphonamide (10 g, 29 mM) was suspended in ethanol (250 ml) and hydrogenated at 50 psi over 10 percent palladium on carbon catalyst (1 g) until hydrogen uptake ceased. The mixture was filtered through anhydrous sodium sulphate and the filtrate was concentrated under reduced pressure to leave the product as a pale yellow solid (6.53 g, 71 percent), m.p. 178° to 179° (uncorr.). Starting materials: [OH-].[Na+] (NaOH), C(C)[C@]1(CN(CCC1)C(=O)OC(C)(C)C)C(=O)[O-] ((S)-1-tert-butyl 3-ethylpiperidine-1,3-dicarboxylate), [H-].[H-].[H-].[H-].[Li+].[Al+3] (LiAlH4), O (H2O), O (H2O). Run in C1CCOC1 (THF). Conditions: time 1 hour. Product: OC[C@@H]1CN(CCC1)C(=O)OC(C)(C)C ((S)-tert-butyl 3-(hydroxymethyl)piperidine-1-carboxylate). The yield is 98.0%. RXN SMILES: C([C@:3]1([C:16]([O-])=[O:17])[CH2:8][CH2:7][CH2:6][N:5]([C:9]([O:11][C:12]([CH3:15])([CH3:14])[CH3:13])=[O:10])[CH2:4]1)C.[H-].[H-].[H-].[H-].[Li+].[Al+3].O.[OH-].[Na+]>C1COCC1>[OH:17][CH2:16][C@H:3]1[CH2:8][CH2:7][CH2:6][N:5]([C:9]([O:11][C:12]([CH3:15])([CH3:14])[CH3:13])=[O:10])[CH2:4]1 |f:1.2.3.4.5.6,8.9|. Procedure details: (S)-1-tert-butyl 3-ethylpiperidine-1,3-dicarboxylate (4.27 g, 16.59 mmol) was dissolved in THF (100 ml), and then LiAlH4 (1.26 g, 33.19 mmol) was added at 0° C. The mixture was stirred for 1 hour, and then again at room temperature for 2 hours. When the reaction was completed, H2O (1.26 ml) was slowly added, and NaOH (15%, 1.26 ml) was slowly added. After that, H2O (4 ml) was added, followed by stirring at room temperature for 1 hour. The mixture was filtered through celite, and dried over MgSO4... As a reaction SMILES: Br[C:2]1[CH:3]=[CH:4][C:5]2[N:10]([CH2:11][C:12]3[CH:17]=[CH:16][C:15]([O:18][CH3:19])=[CH:14][CH:13]=3)[C:9](=[O:20])[O:8][C:7]([CH2:25][NH:26][C:27](=[O:35])[C:28]3[CH:33]=[CH:32][C:31]([F:34])=[CH:30][CH:29]=3)([C:21]([F:24])([F:23])[F:22])[C:6]=2[CH:36]=1.[CH3:37][N:38](C=O)C>C(OCC)(=O)C.[C-]#N.[Zn+2].[C-]#N>[C:37]([C:2]1[CH:3]=[CH:4][C:5]2[N:10]([CH2:11][C:12]3[CH:13]=[CH:14][C:15]([O:18][CH3:19])=[CH:16][CH:17]=3)[C:9](=[O:20])[O:8][C:7]([CH2:25][NH:26][C:27](=[O:35])[C:28]3[CH:33]=[CH:32][C:31]([F:34])=[CH:30][CH:29]=3)([C:21]([F:23])([F:22])[F:24])[C:6]=2[CH:36]=1)#[N:38] |f:3.4.5|. Run in C(C)(=O)OCC (ethyl acetate). Reagents/catalysts: [C-]#N.[Zn+2].[C-]#N (zinc cyanide). Reported procedure: A solution of N-{[6-bromo-1-(4-methoxybenzyl)-2-oxo-4-(trifluoromethyl)-1,4-dihydro-2H-3,1-benzoxazin-4-yl]methyl}-4-fluorobenzamide (1.0 g, 1.76 mmol), zinc cyanide (414 mg, 3.53 mmol) and tetrakis(triphenyl phosphine)palladium (102 mg, 0.088 mmol) in DMF (4.5 mL) was stirred at 100° C. for 3 hours. The temperature of the solution was brought to room temperature and the solution was diluted with ethyl acetate, which was washed sequentially with an aqueous citric acid solution and saturated brin... The reactants are BrC=1C=CC2=C(C(OC(N2CC2=CC=C(C=C2)OC)=O)(C(F)(F)F)CNC(C2=CC=C(C=C2)F)=O)C1 (N-{[6-bromo-1-(4-methoxybenzyl)-2-oxo-4-(trifluoromethyl)-1,4-dihydro-2H-3,1-benzoxazin-4-yl]methyl}-4-fluorobenzamide), tetrakis(triphenyl phosphine)palladium, CN(C)C=O (DMF). Product: C(#N)C=1C=CC2=C(C(OC(N2CC2=CC=C(C=C2)OC)=O)(C(F)(F)F)CNC(C2=CC=C(C=C2)F)=O)C1 (N-{[6-cyano-1-(4-methoxybenzyl)-2-oxo-4-(trifluoromethyl)-1,4-dihydro-2H-3,1-benzoxazin-4-yl]methyl}-4-fluorobenzamide).